describe an organic reaction: reactants, conditions, products, and yield From a dataset of the Open Reaction Database (ORD), a public repository of structured organic reaction records. Reactants: C(C)OC(=O)C=1NC(=C(C1C)CCC(=O)OC)C=O (5-Formyl-4-(2-methoxycarbonylethyl)-3-methyl-1H-pyrrole-2-carboxylic acid ethyl ester), N1C(CC2=CC=CC=C12)=O (2-oxindole). Reagents/catalysts: N1CCCCC1 (Piperidine). Run in C(C)O (ethanol). Reaction conditions: temperature 10 celsius. Product: C(C)OC(=O)C=1NC(=C(C1C)CCC(=O)OC)C=C1C(NC2=CC=CC=C12)=O (4-(2-Methoxycarbonylethyl)-3-methyl-5-(2-oxo-1,2-dihydroindol-3-ylidenemethyl)-1H-pyrrole-2-carboxylic acid ethyl ester). Yield: 75.1%. As a reaction SMILES: [CH2:1]([O:3][C:4]([C:6]1[NH:7][C:8]([CH:18]=O)=[C:9]([CH2:12][CH2:13][C:14]([O:16][CH3:17])=[O:15])[C:10]=1[CH3:11])=[O:5])[CH3:2].[NH:20]1[C:28]2[C:23](=[CH:24][CH:25]=[CH:26][CH:27]=2)[CH2:22][C:21]1=[O:29]>N1CCCCC1.C(O)C>[CH2:1]([O:3][C:4]([C:6]1[NH:7][C:8]([CH:18]=[C:22]2[C:23]3[C:28](=[CH:27][CH:26]=[CH:25][CH:24]=3)[NH:20][C:21]2=[O:29])=[C:9]([CH2:12][CH2:13][C:14]([O:16][CH3:17])=[O:15])[C:10]=1[CH3:11])=[O:5])[CH3:2]. Procedure: 5-Formyl-4-(2-methoxycarbonylethyl)-3-methyl-1H-pyrrole-2-carboxylic acid ethyl ester (80.2 g), 2-oxindole (37.9 g) and ethanol (300 mL) were warmed to 70° C. in a 500 mL, 3-neck round bottom flask equipped with mechanical stirring and a reflux condenser. Piperidine (1.3 g) was added and the mixture was refluxed for 4 hours. The mixture was cooled to 10° C. and the orange precipitate collected by vacuum filtration and washed with 30 mL of ethanol. The solid was slurry-washed in 150 mL of refluxi...